describe an organic reaction: reactants, conditions, products, and yield From a dataset of the Open Reaction Database (ORD), a public repository of structured organic reaction records. The reactants are CCCCCCCCCCCCc1ccc(NC(C)=O)c([N+](=O)[O-])c1, CCO, [K+], [OH-], O. Yields the product CCCCCCCCCCCCc1ccc(N)c([N+](=O)[O-])c1. RXN SMILES: [C:1](=[O:2])([CH3:3])[NH:4][c:5]1[c:6]([N+:23](=[O:24])[O-:25])[cH:7][c:8]([CH2:11][CH2:12][CH2:13][CH2:14][CH2:15][CH2:16][CH2:17][CH2:18][CH2:19][CH2:20][CH2:21][CH3:22])[cH:9][cH:10]1.[CH3:26][CH2:27][OH:28].[K+:30].[OH-:29].[OH2:31]>>[NH2:4][c:5]1[c:6]([N+:23](=[O:24])[O-:25])[cH:7][c:8]([CH2:11][CH2:12][CH2:13][CH2:14][CH2:15][CH2:16][CH2:17][CH2:18][CH2:19][CH2:20][CH2:21][CH3:22])[cH:9][cH:10]1. The reactants are BrCCCCCC(=O)NC=1C=C(C=C2C(=CC=NC12)C)OC (6-bromo-N-(6-methoxy-4-methyl-8-quinolinyl)hexanamide), OCCN1CCNCC1 (hydroxyethylpiperazine), O (water). Solvent: C1=CC=CC=C1 (benzene). The product is OCCN1CCN(CC1)CCCCCC(=O)NC=1C=C(C=C2C(=CC=NC12)C)OC (4-(2-Hydroxyethyl)-N-(6-methoxy-4-methyl-8-quinolinyl)-1-piperazinehexanamide). Yield: 72.4%. RXN SMILES: Br[CH2:2][CH2:3][CH2:4][CH2:5][CH2:6][C:7]([NH:9][C:10]1[CH:11]=[C:12]([O:21][CH3:22])[CH:13]=[C:14]2[C:19]=1[N:18]=[CH:17][CH:16]=[C:15]2[CH3:20])=[O:8].[OH:23][CH2:24][CH2:25][N:26]1[CH2:31][CH2:30][NH:29][CH2:28][CH2:27]1.O>C1C=CC=CC=1>[OH:23][CH2:24][CH2:25][N:26]1[CH2:31][CH2:30][N:29]([CH2:2][CH2:3][CH2:4][CH2:5][CH2:6][C:7]([NH:9][C:10]2[CH:11]=[C:12]([O:21][CH3:22])[CH:13]=[C:14]3[C:19]=2[N:18]=[CH:17][CH:16]=[C:15]3[CH3:20])=[O:8])[CH2:28][CH2:27]1. Reported procedure: A mixture of 7 g (0.019 mol) of 6-bromo-N-(6-methoxy-4-methyl-8-quinolinyl)hexanamide and 4.4 g (0.038 mol) of hydroxyethylpiperazine in 100 ml of benzene was heated under reflux for 48 hours, allowed to cool, mixed well with 50 ml of water and filtered to collect the crude product. Recrystallization from toluene with hexane afforded 5.7 g (72%) of crystalline material, mp 88°-90°. The reactants are CO, COc1ccc(C2CCN(c3c(C)c(C)c4c(c3C)C(O)C(C)(C)O4)CC2)cc1OC, Nc1ccccc1. The product is COc1ccc(C2CCN(c3c(C)c(C)c4c(c3C)C(Nc3ccccc3)C(C)(C)O4)CC2)cc1OC. Reaction SMILES: [CH3:39][OH:40].[CH3:8][O:9][c:10]1[cH:11][c:12]([CH:18]2[CH2:19][CH2:20][N:21]([c:24]3[c:25]([CH3:38])[c:26]([CH3:37])[c:27]4[c:28]([c:35]3[CH3:36])[CH:29]([OH:34])[C:30]([CH3:32])([CH3:33])[O:31]4)[CH2:22][CH2:23]2)[cH:13][cH:14][c:15]1[O:16][CH3:17].[NH2:1][c:2]1[cH:3][cH:4][cH:5][cH:6][cH:7]1>>[NH:1]([c:2]1[cH:3][cH:4][cH:5][cH:6][cH:7]1)[CH:29]1[c:28]2[c:27]([c:26]([CH3:37])[c:25]([CH3:38])[c:24]([N:21]3[CH2:20][CH2:19][CH:18]([c:12]4[cH:11][c:10]([O:9][CH3:8])[c:15]([O:16][CH3:17])[cH:14][cH:13]4)[CH2:23][CH2:22]3)[c:35]2[CH3:36])[O:31][C:30]1([CH3:32])[CH3:33]. Reactants: [Br-], CON(C)C(=O)c1cccc(Br)c1F, C1CCOC1, COc1ccc([Mg+])c(C)c1. Yields the product COc1ccc(C(=O)c2cccc(Br)c2F)c(C)c1. RXN SMILES: [Br-:15].[Br:1][c:2]1[c:3]([F:14])[c:4]([C:5](=[O:6])[N:7]([O:8][CH3:9])[CH3:10])[cH:11][cH:12][cH:13]1.[CH2:26]1[O:27][CH2:28][CH2:29][CH2:30]1.[CH3:16][c:17]1[c:18]([Mg+:25])[cH:19][cH:20][c:21]([O:23][CH3:24])[cH:22]1>>[Br:1][c:2]1[c:3]([F:14])[c:4]([C:5](=[O:6])[c:18]2[c:17]([CH3:16])[cH:22][c:21]([O:23][CH3:24])[cH:20][cH:19]2)[cH:11][cH:12][cH:13]1. Reactants: C(C)(C)(C)O[C@H](C(=O)OCC)C1=C(C2=C(N=C(S2)C2=CC(=NC=C2)C=2C=C3C(=NC2)N(C(=C3)C)C)C=C1C)C1=CC=C(C=C1)Cl ((S)-ethyl 2-tert-butoxy-2-(7-(4-chlorophenyl)-2-(2-(1,2-dimethyl-1H-pyrrolo[2,3-b]pyridin-5-yl)pyridine-4-yl)-5-methylbenzo[d]thiazol-6-yl)acetate), [OH-].[Na+] (NaOH). The solvent is C1CCOC1.CO (THF CH3OH). Conditions: temperature 50 celsius. The product is C(C)(C)(C)O[C@H](C(=O)O)C1=C(C2=C(N=C(S2)C2=CC(=NC=C2)C=2C=C3C(=NC2)N(C(=C3)C)C)C=C1C)C1=CC=C(C=C1)Cl ((S)-2-tert-butoxy-2-(7-(4-chlorophenyl)-2-(2-(1,2-dimethyl-1H-pyrrolo[2,3-b]pyridin-5-yl)pyridine-4-yl)-5-methylbenzo[d]thiazol-6-yl)acetic acid). RXN SMILES: [C:1]([O:5][C@@H:6]([C:12]1[C:37]([CH3:38])=[CH:36][C:15]2[N:16]=[C:17]([C:19]3[CH:24]=[CH:23][N:22]=[C:21]([C:25]4[CH:26]=[C:27]5[CH:33]=[C:32]([CH3:34])[N:31]([CH3:35])[C:28]5=[N:29][CH:30]=4)[CH:20]=3)[S:18][C:14]=2[C:13]=1[C:39]1[CH:44]=[CH:43][C:42]([Cl:45])=[CH:41][CH:40]=1)[C:7]([O:9]CC)=[O:8])([CH3:4])([CH3:3])[CH3:2].[OH-].[Na+]>C1COCC1.CO>[C:1]([O:5][C@@H:6]([C:12]1[C:37]([CH3:38])=[CH:36][C:15]2[N:16]=[C:17]([C:19]3[CH:24]=[CH:23][N:22]=[C:21]([C:25]4[CH:26]=[C:27]5[CH:33]=[C:32]([CH3:34])[N:31]([CH3:35])[C:28]5=[N:29][CH:30]=4)[CH:20]=3)[S:18][C:14]=2[C:13]=1[C:39]1[CH:40]=[CH:41][C:42]([Cl:45])=[CH:43][CH:44]=1)[C:7]([OH:9])=[O:8])([CH3:4])([CH3:2])[CH3:3] |f:1.2,3.4|. Procedure: To a solution of (S)-ethyl 2-tert-butoxy-2-(7-(4-chlorophenyl)-2-(2-(1,2-dimethyl-1H-pyrrolo[2,3-b]pyridin-5-yl)pyridine-4-yl)-5-methylbenzo[d]thiazol-6-yl)acetate (70 mg, 0.110 mmol) in THF/CH3OH (1.0 mL/1.0 mL) was added 2N NaOH (0.55 mL, 1.1 mmol). The reaction mixture was heated at 50° C. for 2 h and the crude was purified by reverse phase HPLC, eluting by 0-100% acetonitrile in H2O with 0.1% TFA to give the product. LCMS-ESI+: calc'd for C34H31ClN4O3S: 611.2 (M+H+); Found: 612.2 (M+H+), 1H ... Starting materials: C(#N)C=C1CCC2(OCCO2)CC1 (8-cyanomethylene-1,4-dioxaspiro[4.5]decane). The reagents and catalysts are [Pt]=O (platinum oxide). Solvent: C(C)O (ethanol). Conditions: time 4 hour. Product: C(#N)CC1CCC2(OCCO2)CC1 (8-cyanomethyl-1,4-dioxaspiro[4.5]decane). RXN SMILES: [C:1]([CH:3]=[C:4]1[CH2:13][CH2:12][C:7]2([O:11][CH2:10][CH2:9][O:8]2)[CH2:6][CH2:5]1)#[N:2]>C(O)C.[Pt]=O>[C:1]([CH2:3][CH:4]1[CH2:13][CH2:12][C:7]2([O:8][CH2:9][CH2:10][O:11]2)[CH2:6][CH2:5]1)#[N:2]. Procedure details: The above nitrile (2.15 g) is treated with platinum oxide (0.1 g) in ethanol (200 ml) and hydrogenated at 3 atmospheres pressure over 4 hours. Removal of the catalyst and concentration of the solvent gives 8-cyanomethyl-1,4-dioxaspiro[4.5]decane as an oil.